The task is: describe an organic reaction: reactants, conditions, products, and yield. This data is from the Open Reaction Database (ORD), a public repository of structured organic reaction records. Reactants: CC(C)CC(N)c1nccs1, Cc1ccc(C(=O)O)nc1OCC1CC1. Product: Cc1ccc(C(=O)NC(CC(C)C)c2nccs2)nc1OCC1CC1. RXN SMILES: [CH3:16][CH:17]([CH2:18][CH:19]([NH2:20])[c:21]1[s:22][cH:23][cH:24][n:25]1)[CH3:26].[CH:1]1([CH2:4][O:5][c:6]2[c:7]([CH3:15])[cH:8][cH:9][c:10]([C:12](=[O:13])[OH:14])[n:11]2)[CH2:2][CH2:3]1>>[CH:1]1([CH2:4][O:5][c:6]2[c:7]([CH3:15])[cH:8][cH:9][c:10]([C:12](=[O:14])[NH:20][CH:19]([CH2:18][CH:17]([CH3:16])[CH3:26])[c:21]3[s:22][cH:23][cH:24][n:25]3)[n:11]2)[CH2:2][CH2:3]1. Starting materials: BrC1=NC=C(C=C1[N+](=O)[O-])Br (2,5-dibromo-3-nitropyridine), COC1=CC=C(C=C1)B(O)O (4-methoxyphenylboronic acid), C([O-])([O-])=O.[Na+].[Na+] (sodium carbonate). Reagents/catalysts: [Pd].C1(=CC=CC=C1)P(C1=CC=CC=C1)C1=CC=CC=C1.C1(=CC=CC=C1)P(C1=CC=CC=C1)C1=CC=CC=C1.C1(=CC=CC=C1)P(C1=CC=CC=C1)C1=CC=CC=C1.C1(=CC=CC=C1)P(C1=CC=CC=C1)C1=CC=CC=C1 (tetrakis(triphenylphosphine)-palladium). Run in C1(=CC=CC=C1)C (toluene), C(C)O (ethanol), O (water). Reaction conditions: temperature 70 celsius, time 2.5 hour. Product: BrC=1C=C(C(=NC1)C1=CC=C(C=C1)OC)[N+](=O)[O-] (5-bromo-2-(4-methoxyphenyl)-3-nitropyridine). Reaction SMILES: Br[C:2]1[C:7]([N+:8]([O-:10])=[O:9])=[CH:6][C:5]([Br:11])=[CH:4][N:3]=1.[CH3:12][O:13][C:14]1[CH:19]=[CH:18][C:17](B(O)O)=[CH:16][CH:15]=1.C(=O)([O-])[O-].[Na+].[Na+]>C1(C)C=CC=CC=1.C(O)C.O.[Pd].C1(P(C2C=CC=CC=2)C2C=CC=CC=2)C=CC=CC=1.C1(P(C2C=CC=CC=2)C2C=CC=CC=2)C=CC=CC=1.C1(P(C2C=CC=CC=2)C2C=CC=CC=2)C=CC=CC=1.C1(P(C2C=CC=CC=2)C2C=CC=CC=2)C=CC=CC=1>[Br:11][C:5]1[CH:6]=[C:7]([N+:8]([O-:10])=[O:9])[C:2]([C:17]2[CH:18]=[CH:19][C:14]([O:13][CH3:12])=[CH:15][CH:16]=2)=[N:3][CH:4]=1 |f:2.3.4,8.9.10.11.12|. Reported procedure: A stirred mixture of 2,5-dibromo-3-nitropyridine (0.2563 g, 0.909 mmol), 4-methoxyphenylboronic acid (0.14 g, 0.93 mmol), tetrakis(triphenylphosphine)-palladium (0.072 g, 0.062 mmol), and 2.0M sodium carbonate (2.3 mL, 4.60 mmol) in toluene (3.0 mL) and ethanol (1.0 mL) was heated to 70° C. After 2.5 h, the reaction was cooled to rt then diluted with water. After extraction with EtOAc, the organic extraction was dried over anhydrous sodium sulfate. After filtration and concentration, the residue... The reactants are O=C([O-])C(O)C(O)C(=O)[O-], CCCCCCCOc1cc(I)ccc1C(=O)OC, Cc1ccccc1, [K], [Na]. Yields the product CCCCCCCOc1cc(I)ccc1CO. Reaction SMILES: [C:20]([CH:21]([CH:22]([C:23]([O-:24])=[O:25])[OH:26])[OH:27])([O-:28])=[O:29].[CH2:1]([CH2:2][CH2:3][CH2:4][CH2:5][CH2:6][CH3:7])[O:8][c:9]1[c:10]([C:11](=[O:12])[O:13][CH3:14])[cH:15][cH:16][c:17]([I:19])[cH:18]1.[CH3:32][c:33]1[cH:34][cH:35][cH:36][cH:37][cH:38]1.[K:31].[Na:30]>>[CH2:1]([CH2:2][CH2:3][CH2:4][CH2:5][CH2:6][CH3:7])[O:8][c:9]1[c:10]([CH2:11][OH:12])[cH:15][cH:16][c:17]([I:19])[cH:18]1. Reactants: Cl (hydrochloric acid), NC=1C(=C2N=NNC2=NC1C)O (5-Amino-4-hydroxy-6-methyltetraazaindene), COC1=CC=C(C=C1)N=NC1=CC=C(C(C(=O)Cl)=C1)O (5-(4-Methoxyphenylazo)salicoyl chloride), CN(C1=CC=CC=C1)C (dimethylaniline). Run in CN(C=O)C (N,N-dimethylformamide). Product: OC1=C(C(=O)NC2=C(N3N=CN=C3N=C2C)O)C=C(C=C1)N=NC1=CC=C(C=C1)OC (2-hydroxy-N-(4-hydroxy-6-methyl-1,3,3a,7-tetraazainden-5-yl)-5-(4-methoxyphenylazo)benzamide). As a reaction SMILES: [NH2:1][C:2]1[C:3]([OH:12])=C2[C:8](=[N:9][C:10]=1[CH3:11])[NH:7][N:6]=N2.[CH3:13][N:14](C)C1C=CC=CC=1.[CH3:22][O:23][C:24]1[CH:29]=[CH:28][C:27]([N:30]=[N:31][C:32]2[CH:40]=[C:36]([C:37](Cl)=[O:38])[C:35]([OH:41])=[CH:34][CH:33]=2)=[CH:26][CH:25]=1.Cl>CN(C)C=O>[OH:41][C:35]1[CH:34]=[CH:33][C:32]([N:31]=[N:30][C:27]2[CH:28]=[CH:29][C:24]([O:23][CH3:22])=[CH:25][CH:26]=2)=[CH:40][C:36]=1[C:37]([NH:1][C:2]1[C:10]([CH3:11])=[N:9][C:8]2[N:7]([N:6]=[CH:13][N:14]=2)[C:3]=1[OH:12])=[O:38]. Reported procedure: 5-Amino-4-hydroxy-6-methyltetraazaindene (0.5 g) was dissolved in dry N,N-dimethylformamide (10 ml) and dimethylaniline (0.37 g) added. 5-(4-Methoxyphenylazo)salicoyl chloride (0.88 g) was added portionwise at room temperature with stirring. After 12 hours the mixture was poured into iced dilute hydrochloric acid and the crude product collected, washed with water and dried. The material was extracted with a large volume of ether and crystallized in aqueous ethanol as the monohydrate (0.8 g, 61%)... Starting materials: substituted 2,3-dihydro-5H-thiazol[2,3-b]quinazoline, [BH4-].[Na+] (sodium borohydride), [Te] (tellurium), ( 2 ), C(C)(C)(C)N(C(C=C1C(N2C(=NC3=CC=CC=C3C2)S1)=O)=O)CC1=CC=CC=C1 (N-tert-butyl-N-benzyl(3-oxo-5H-thiazolo[2,3-b]quinazolin-2(3H)-ylidene)acetamide), C(C)(=O)O (acetic acid). Run in C(C)O (ethanol), C(C)O (ethanol), C(C)O (ethanol). Run at temperature -20 celsius, time 5 minute. Yields the product O=C1CSC2=NC3=CC=CC=C3CN21 (2,3-dihydro-3-oxo-5H-thiazolo[2,3-b]quinazoline), 2,3-dihydro-5-thiazo[2,3-b]quinazoline. RXN SMILES: [BH4-].[Na+].[Te].C(O)(=O)C.C(N(CC1C=CC=CC=1)C(=O)C=[C:15]1[S:27][C:18]2=[N:19][C:20]3[C:25]([CH2:26][N:17]2[C:16]1=[O:28])=[CH:24][CH:23]=[CH:22][CH:21]=3)(C)(C)C>C(O)C>[O:28]=[C:16]1[N:17]2[C:18](=[N:19][C:20]3[C:25]([CH2:26]2)=[CH:24][CH:23]=[CH:22][CH:21]=3)[S:27][CH2:15]1 |f:0.1,^3:2|. Procedure details: A suspension of sodium borohydride (0.08 mol) and tellurium powder (0.034 mol) in 135 ml of anhydrous ethanol is heated under nitrogen atmosphere, preferably for about 15 min. After cooling to -20° C., 8.08 ml glacial acetic acid in 33.65 ml anhydrous ethanol solution (8.08:33.65 v/v) is added dropwise, and the mixture is stirred at -20° C. for 5 min. Stirring is followed by the addition of 0.013 mol of a substituted 2,3-dihydro-5H-thiazol[2,3-b]quinazoline derivative, synthesized by the procedu... Reactants: FC=1C=C2C=C(NC2=C(C1)F)C(=O)O (5,7-difluoro-1H-indole-2-carboxylic acid), N[C@H](C(=O)N1CSCC1)CC1=CC=CC=C1 ((S)-2-amino-3-phenyl-1-thiazolidin-3-yl-propan-1-one). Yields the product C(C1=CC=CC=C1)[C@@H](C(N1CSCC1)=O)NC(=O)C=1NC2=C(C=C(C=C2C1)F)F ((S)-5,7-Difluoro-1H-indole-2-carboxylic acid (1-benzyl-2-oxo-2-thiazolidin-3-yl-ethyl)-amide). RXN SMILES: [F:1][C:2]1[CH:3]=[C:4]2[C:8](=[C:9]([F:11])[CH:10]=1)[NH:7][C:6]([C:12]([OH:14])=O)=[CH:5]2.[NH2:15][C@@H:16]([CH2:24][C:25]1[CH:30]=[CH:29][CH:28]=[CH:27][CH:26]=1)[C:17]([N:19]1[CH2:23][CH2:22][S:21][CH2:20]1)=[O:18]>>[CH2:24]([C@H:16]([NH:15][C:12]([C:6]1[NH:7][C:8]2[C:4]([CH:5]=1)=[CH:3][C:2]([F:1])=[CH:10][C:9]=2[F:11])=[O:14])[C:17](=[O:18])[N:19]1[CH2:23][CH2:22][S:21][CH2:20]1)[C:25]1[CH:26]=[CH:27][CH:28]=[CH:29][CH:30]=1. Procedure: From 5,7-difluoro-1H-indole-2-carboxylic acid and (S)-2-amino-3-phenyl-1-thiazolidin-3-yl-propan-1-one. Reactants: C(C)OC(C(N(CC1=CC=CC=C1)C)C#N)=O (Ethyl-2-[methyl(phenylmethyl)amino]-cyanoacetate), C1(=CC=CC=C1)[Mg]Br (PhMgBr). Solvent: CCOCC (ether). Yields the product C(C)OC(C(=C(C1=CC=CC=C1)N)N(CC1=CC=CC=C1)C)=O (Ethyl-3-amino-3-phenyl-2-[methyl(phenylmethyl)amino]-2-propenoate). Reaction SMILES: [CH2:1]([O:3][C:4](=[O:17])[CH:5]([C:15]#[N:16])[N:6]([CH3:14])[CH2:7][C:8]1[CH:13]=[CH:12][CH:11]=[CH:10][CH:9]=1)[CH3:2].[C:18]1([Mg]Br)[CH:23]=[CH:22][CH:21]=[CH:20][CH:19]=1>CCOCC>[CH2:1]([O:3][C:4](=[O:17])[C:5]([N:6]([CH3:14])[CH2:7][C:8]1[CH:13]=[CH:12][CH:11]=[CH:10][CH:9]=1)=[C:15]([NH2:16])[C:18]1[CH:23]=[CH:22][CH:21]=[CH:20][CH:19]=1)[CH3:2]. Procedure details: Ethyl-2-[methyl(phenylmethyl)amino]-cyanoacetate (0.049 mol, 11.3 g) was dissolved in 300 mL of ether and added to 32 mL of 3M PhMgBr, and the resulting mixture was refluxed for 18 h. The reaction was cooled, quenched with sat. NH4Cl solution and extracted with ether. The organics were dried, concentrated, and chromatographed using 1:1 hexanes:ethyl acetate to give 5 g of product. 1H NMR (300 MHz) CDCl3: 7.6-7.2 (m, 10H), 5.01 (s, 1H), 4.27 (t, 2H), 3.59 (s, 2H), 2.73 (t, 2H), 2.31 (s, 3H). The reactants are BrC=1C=C(C(=O)N)C=CC1C(F)(F)F (3-bromo-4-trifluoromethylbenzamide), C(C)(=O)OCC (ethyl acetate), [OH-].[Na+] (NaOH), [H-].[H-].[H-].[H-].[Li+].[Al+3] (LiAlH4). Solvent: C1CCOC1 (THF), C(C)OCC (diethyl ether), C1CCOC1 (THF). Reaction conditions: temperature 0 celsius, time 20 minute. Product: BrC=1C=C(CN)C=CC1C(F)(F)F (3-bromo-4-(trifluoromethyl)benzylamine). RXN SMILES: [H-].[H-].[H-].[H-].[Li+].[Al+3].[Br:7][C:8]1[CH:9]=[C:10]([CH:14]=[CH:15][C:16]=1[C:17]([F:20])([F:19])[F:18])[C:11]([NH2:13])=O.C(OCC)(=O)C.[OH-].[Na+]>C1COCC1.C(OCC)C>[Br:7][C:8]1[CH:9]=[C:10]([CH:14]=[CH:15][C:16]=1[C:17]([F:18])([F:19])[F:20])[CH2:11][NH2:13] |f:0.1.2.3.4.5,8.9|. Procedure: LiAlH4 (0.906 g, 23.9 mmol) was suspended in 60 mL of dry THF and cooled to 0° C. The mixture was treated with the product from Example 243B (3.2 g, 11.9 mmol) in THF (10 mL) dropwise with stirring. After 20 minutes, the mixture was warmed to room temperature 12 hours and treated in succession with ethyl acetate (2 mL), NaOH (50%, 5 mL), and diethyl ether (100 mL). The organic phase decanted, dried (Na2SO4), filtered and the filtrate was concentrated under reduced pressure to provide the title c... Starting materials: C(Cl)C1CO1 (epichlorohydrin), COCCO (methylcellosolve), S(O)(O)(=O)=O (sulfuric acid). Solvent: CCOCC (ether). The product is ClCC(COCCOC)O (1-chloro-2-hydroxy-3-(2'-methoxyethoxy)propane). Yield: 43929.9%. As a reaction SMILES: [CH2:1]([CH:3]1[O:5][CH2:4]1)[Cl:2].[CH3:6][O:7][CH2:8][CH2:9][OH:10].S(=O)(=O)(O)O>CCOCC>[Cl:2][CH2:1][CH:3]([OH:5])[CH2:4][O:10][CH2:9][CH2:8][O:7][CH3:6]. Procedure: To 25 g (0.27 mmol) of epichlorohydrin, 20.8 g (0.27 mmol) of methylcellosolve and 0.1 ml of conc. sulfuric acid were added and reacted for 10 hours at 100° C. After the reaction, 500 ml of ether was added and washed with saturated sodium hydrogen carbonate solution and with saturated sodium chloride solution. The ether phase was dried on magnesium sulfate, filtered and concentrated to give 20 g of 1-chloro-2-hydroxy-3-(2'-methoxyethoxy)propane. 1H-NMR (CDCl3): δ=3.40 (3H, s, --OCH3), 3.45-3.82 ...